This data is from the Open Reaction Database (ORD), a public repository of structured organic reaction records. The task is: describe an organic reaction: reactants, conditions, products, and yield Reactants: COC(=O)c1ccc(CCCN(CCCc2cccc(Cl)c2)S(=O)(=O)C2CC2)s1, CCO. Yields the product O=C(O)c1ccc(CCCN(CCCc2cccc(Cl)c2)S(=O)(=O)C2CC2)s1. Reaction SMILES: [CH3:1][O:2][C:3](=[O:4])[c:5]1[s:6][c:7]([CH2:10][CH2:11][CH2:12][N:13]([S:14](=[O:15])(=[O:16])[CH:17]2[CH2:18][CH2:19]2)[CH2:20][CH2:21][CH2:22][c:23]2[cH:24][c:25]([Cl:29])[cH:26][cH:27][cH:28]2)[cH:8][cH:9]1.[CH3:30][CH2:31][OH:32]>>[O:2]=[C:3]([OH:4])[c:5]1[s:6][c:7]([CH2:10][CH2:11][CH2:12][N:13]([S:14](=[O:15])(=[O:16])[CH:17]2[CH2:18][CH2:19]2)[CH2:20][CH2:21][CH2:22][c:23]2[cH:24][c:25]([Cl:29])[cH:26][cH:27][cH:28]2)[cH:8][cH:9]1. RXN SMILES: Cl[C:2]1[S:3][C:4]2[CH:10]=[C:9]3[O:11][CH2:12][O:13][C:8]3=[CH:7][C:5]=2[N:6]=1.NC(N)=[S:16]>C(O)C>[SH:16][C:2]1[S:3][C:4]2[CH:10]=[C:9]3[O:11][CH2:12][O:13][C:8]3=[CH:7][C:5]=2[N:6]=1. Starting materials: ClC=1SC2=C(N1)C=C1C(=C2)OCO1 (2-Chloro-5,6-methylenedioxybenzthiazole), NC(=S)N (thiourea). Solvent: C(C)O (ethanol). Procedure: The product from Step 2 (0.67 g) and thiourea (0.26 g) were mixed in ethanol (20 cm3) and stirred and heated to reflux under an atmosphere of nitrogen for 18 hr. The pale yellow solid which precipitated was filtered from the solution at ambient temperature, washed with ethanol and sucked to dryness to give the required product. 1H NMR (DMSO): δ7.26(1H,s); 6.80(1H,s); 6.02(2H,s); mp 265° C. (dec); M+ =211. Yields the product SC=1SC2=C(N1)C=C1C(=C2)OCO1 (2-Mercapto-5,6-methylenedioxybenzthiazole). Starting materials: O=[N+]([O-])c1ccc(Cl)cc1CBr, CC(C)=O, [Na+], [OH-], O, O=C(O)CS. Product: O=C(O)CSCc1cc(Cl)ccc1[N+](=O)[O-]. As a reaction SMILES: [Br:12][CH2:13][c:14]1[c:15]([N+:21](=[O:22])[O-:23])[cH:16][cH:17][c:18]([Cl:20])[cH:19]1.[CH3:8][C:9](=[O:10])[CH3:11].[Na+:7].[OH-:6].[OH2:24].[SH:1][CH2:2][C:3](=[O:4])[OH:5]>>[S:1]([CH2:2][C:3](=[O:4])[OH:5])[CH2:13][c:14]1[c:15]([N+:21](=[O:22])[O-:23])[cH:16][cH:17][c:18]([Cl:20])[cH:19]1. Yields the product C(C)(C)(C)OC(N(C1=CC=NC=C1)CCOC1=CC(=CC(=C1)Cl)C(N(C1CCCCC1)CC=C)=O)=O ({2-[3-(Allyl-cyclohexyl-carbamoyl)-5-chloro-phenoxy]-ethyl}-pyridin-4-yl-carbamic acid tertbutyl ester). The reactants are C(C=C)NC1CCCCC1 (N-allylcyclohexylamine), C(C)(C)(C)OC(=O)N(CCOC=1C=C(C(=O)O)C=C(C1)Cl)C1=CC=NC=C1 (3-[2-(tert-butoxycarbonyl-pyridin-4-yl-amino)-ethoxy]-5-chloro-benzoic acid), CN(C)C(=[N+](C)C)ON1C2=C(C=CC=C2)N=N1.[B-](F)(F)(F)F (TBTU), C=1C=CC2=C(C1)N=NN2O (HOBt), CCN(C(C)C)C(C)C (DIPEA). RXN SMILES: [C:1]([O:5][C:6]([N:8]([C:22]1[CH:27]=[CH:26][N:25]=[CH:24][CH:23]=1)[CH2:9][CH2:10][O:11][C:12]1[CH:13]=[C:14]([CH:18]=[C:19]([Cl:21])[CH:20]=1)[C:15]([OH:17])=O)=[O:7])([CH3:4])([CH3:3])[CH3:2].CN(C(ON1N=NC2C=CC=CC1=2)=[N+](C)C)C.[B-](F)(F)(F)F.C1C=CC2N(O)N=NC=2C=1.CCN(C(C)C)C(C)C.[CH2:69]([NH:72][CH:73]1[CH2:78][CH2:77][CH2:76][CH2:75][CH2:74]1)[CH:70]=[CH2:71]>CN(C=O)C>[C:1]([O:5][C:6](=[O:7])[N:8]([CH2:9][CH2:10][O:11][C:12]1[CH:20]=[C:19]([Cl:21])[CH:18]=[C:14]([C:15](=[O:17])[N:72]([CH2:69][CH:70]=[CH2:71])[CH:73]2[CH2:78][CH2:77][CH2:76][CH2:75][CH2:74]2)[CH:13]=1)[C:22]1[CH:27]=[CH:26][N:25]=[CH:24][CH:23]=1)([CH3:3])([CH3:4])[CH3:2] |f:1.2|. Procedure details: To a stirred solution of 3-[2-(tert-butoxycarbonyl-pyridin-4-yl-amino)-ethoxy]-5-chloro-benzoic acid (0.039 g), TBTU (0.064 g) and HOBt (0.027 g) in DMF (1 ml) was added DIPEA (0.036 ml) followed by N-allylcyclohexylamine (0.029 ml) after 15 min. The reaction mixture was stirred at room temperature for 18 h and then concentrated under reduced pressure. The residue was subjected to preparative hplc and the title compound (0.032 g) was obtained as a colourless gum by concentration of the required ... The solvent is CN(C)C=O (DMF). Reaction conditions: time 18 hour. Reactants: BrCC=Cc1ccccc1, CCCO, O=C1Nc2cccnc2N(C(=O)CN2CCNCC2)c2ccccc21, [Na+], [Na+], O=C([O-])[O-]. The product is O=C1Nc2cccnc2N(C(=O)CN2CCN(CC=Cc3ccccc3)CC2)c2ccccc21. As a reaction SMILES: [CH2:32]([CH:33]=[CH:34][c:35]1[cH:36][cH:37][cH:38][cH:39][cH:40]1)[Br:41].[CH2:42]([OH:43])[CH2:44][CH3:45].[N:1]1([CH2:7][C:8](=[O:9])[N:10]2[c:11]3[c:12]([cH:22][cH:23][cH:24][n:25]3)[NH:13][C:14](=[O:21])[c:15]3[c:16]2[cH:17][cH:18][cH:19][cH:20]3)[CH2:2][CH2:3][NH:4][CH2:5][CH2:6]1.[Na+:26].[Na+:27].[O-:28][C:29](=[O:30])[O-:31]>>[N:1]1([CH2:7][C:8](=[O:9])[N:10]2[c:11]3[c:12]([cH:22][cH:23][cH:24][n:25]3)[NH:13][C:14](=[O:21])[c:15]3[c:16]2[cH:17][cH:18][cH:19][cH:20]3)[CH2:2][CH2:3][N:4]([CH2:32][CH:33]=[CH:34][c:35]2[cH:36][cH:37][cH:38][cH:39][cH:40]2)[CH2:5][CH2:6]1. Reported procedure: 1-Phenyl-8-[(1,2,3,4-tetrahydro-6-methoxy-1-oxo-2-naphthalenyl)methyl]-1,3,8-triazaspiro[4.5]decan-4-one (6.0 g) is finely ground and slurried in absolute ethanol (200 ml). While cooling the mixture at 0° C, ethanolic hydrogen chloride solution (1 equivalent) is added dropwise. The resulting mixture is stirred at room temperature for 15 minutes, heated on a steam bath for 10 minutes and allowed to stand at room temperature for 2 hours. The solid product is collected, washed with absolute ethanol... Reaction SMILES: [C:1]1([N:7]2[C:11]3([CH2:16][CH2:15][N:14]([CH2:17][CH:18]4[CH2:27][CH2:26][C:25]5[C:20](=[CH:21][CH:22]=[C:23]([O:28][CH3:29])[CH:24]=5)[C:19]4=[O:30])[CH2:13][CH2:12]3)[C:10](=[O:31])[NH:9][CH2:8]2)[CH:6]=[CH:5][CH:4]=[CH:3][CH:2]=1.[ClH:32]>C(O)C>[ClH:32].[C:1]1([N:7]2[C:11]3([CH2:16][CH2:15][N:14]([CH2:17][CH:18]4[CH2:27][CH2:26][C:25]5[C:20](=[CH:21][CH:22]=[C:23]([O:28][CH3:29])[CH:24]=5)[C:19]4=[O:30])[CH2:13][CH2:12]3)[C:10](=[O:31])[NH:9][CH2:8]2)[CH:6]=[CH:5][CH:4]=[CH:3][CH:2]=1 |f:3.4|. Yields the product Cl.C1(=CC=CC=C1)N1CNC(C12CCN(CC2)CC2C(C1=CC=C(C=C1CC2)OC)=O)=O (1-Phenyl-8-[(1,2,3,4-tetrahydro-6-methoxy-1-oxo-2-naphthalenyl)methyl]-1,3,8-triazaspiro-[4.5]decan-4-one, hydrochloride). Run at temperature 0 celsius, time 15 minute. Run in C(C)O (ethanol). The reactants are C1(=CC=CC=C1)N1CNC(C12CCN(CC2)CC2C(C1=CC=C(C=C1CC2)OC)=O)=O (1-Phenyl-8-[(1,2,3,4-tetrahydro-6-methoxy-1-oxo-2-naphthalenyl)methyl]-1,3,8-triazaspiro[4.5]decan-4-one), Cl (hydrogen chloride).